From a dataset of the Open Reaction Database (ORD), a public repository of structured organic reaction records. describe an organic reaction: reactants, conditions, products, and yield Reactants: C(C)(=O)NC=1C=C(C=CC1OC)CC(C)=O (3-Acetylamino-4-methoxyphenylacetone), [BH4-].[Na+] (NaBH4), Ice water. The solvent is CO (methanol). Reaction conditions: time 40 minute. The product is C(C)(=O)NC=1C=C(C=CC1OC)CC(C)O (1-(3-Acetylamino-4-methoxyphenyl)-2-propyl Alcohol). Isolated yield 95.1%. Reaction SMILES: [C:1]([NH:4][C:5]1[CH:6]=[C:7]([CH2:13][C:14](=[O:16])[CH3:15])[CH:8]=[CH:9][C:10]=1[O:11][CH3:12])(=[O:3])[CH3:2].[BH4-].[Na+]>CO>[C:1]([NH:4][C:5]1[CH:6]=[C:7]([CH2:13][CH:14]([OH:16])[CH3:15])[CH:8]=[CH:9][C:10]=1[O:11][CH3:12])(=[O:3])[CH3:2] |f:1.2|. Procedure details: To a solution of compound 12 (0.25 g, 1.13 mmol) in methanol was added NaBH4 in portions in the period of 20 min at 0° C. The resulting solution was stirred at such temperature for another 40 min. No more starting materials were detected on TLC. Ice water was added to the reaction slowly. It was extracted with CHCl3 three times. The combined organic phases were washed with brine, and dried over Na2SO4. Removal of the solvent afforded the crude product. Purification of the crude product by using ... Starting materials: CCCN(CC(=O)OCC)C(=O)CC(=O)OCC, CCO, Cc1ccccc1, [Na], O. The product is CCCN1CC(=O)C(C(=O)OCC)C1=O. Reaction SMILES: [CH2:5]([CH3:6])[O:7][C:8](=[O:9])[CH2:10][C:11](=[O:12])[N:13]([CH2:14][C:15](=[O:16])[O:17][CH2:18][CH3:19])[CH2:20][CH2:21][CH3:22].[CH3:1][CH2:2][OH:3].[CH3:24][c:25]1[cH:26][cH:27][cH:28][cH:29][cH:30]1.[Na:4].[OH2:23]>>[CH2:5]([CH3:6])[O:7][C:8](=[O:9])[CH:10]1[C:11](=[O:12])[N:13]([CH2:20][CH2:21][CH3:22])[CH2:14][C:15]1=[O:16]. The reactants are N#N.C(C)(=O)NC=1NC(C=2N(C=NC2N1)CC1=CC=CC=C1)=O (N2 acetyl-7-benzylguanine), C(C)(=O)OCOCCOC(C)=O ((2-acetoxyethoxy)methyl acetate). Run in CN(C)C=O (DMF). Run at temperature 80 celsius. Yields the product C(C)(=O)[O-].C(C)(=O)OCCOCN1C=2N=C([NH2+]C(C2N(C1)CC1=CC=CC=C1)=O)NC(C)=O (9-(2-acetoxyethoxy)methyl-7-benzyl-N2 -acetylguaninium acetate). Reaction SMILES: N#N.[C:3]([NH:6][C:7]1[NH:8][C:9](=[O:23])[C:10]2[N:11]([CH2:16][C:17]3[CH:22]=[CH:21][CH:20]=[CH:19][CH:18]=3)[CH:12]=[N:13][C:14]=2[N:15]=1)(=[O:5])[CH3:4].[C:24]([O:27][CH2:28][O:29][CH2:30][CH2:31][O:32][C:33](=[O:35])[CH3:34])(=[O:26])[CH3:25]>CN(C=O)C>[C:24]([O-:27])(=[O:26])[CH3:25].[C:33]([O:32][CH2:31][CH2:30][O:29][CH2:28][N:13]1[CH2:12][N:11]([CH2:16][C:17]2[CH:22]=[CH:21][CH:20]=[CH:19][CH:18]=2)[C:10]2[C:9](=[O:23])[NH2+:8][C:7]([NH:6][C:3](=[O:5])[CH3:4])=[N:15][C:14]1=2)(=[O:35])[CH3:34] |f:0.1,4.5|. Procedure details: To a mixed solution containing 100 mg (0.35 mmol) of N2 -acetyl-7-benzylguanine and 1 ml of DMF was added 64 mg (0.37 mmol) of (2-acetoxyethoxy)methyl acetate [prepared by the method described in M. J. Robins et al., Can. J. Chem., 60, 547 (1982)]. The mixture was heated at 80° C. for 20 h, and then allowed to cool. The reaction solution was concentrated, and purified by silica-gel column chromatography to yield 9-(2-acetoxyethoxy)methyl-7-benzyl-N2 -acetylguaninium acetate. Reactants: CN, COC(=N[N+](=O)[O-])NCc1cnc(Cl)s1, O. The product is CNC(=N[N+](=O)[O-])NCc1cnc(Cl)s1. As a reaction SMILES: [CH3:16][NH2:17].[CH3:1][O:2][C:3]([NH:4][CH2:5][c:6]1[cH:7][n:8][c:9]([Cl:11])[s:10]1)=[N:12][N+:13](=[O:14])[O-:15].[OH2:18]>>[C:3]([NH:4][CH2:5][c:6]1[cH:7][n:8][c:9]([Cl:11])[s:10]1)(=[N:12][N+:13](=[O:14])[O-:15])[NH:17][CH3:16]. Starting materials: CN1N=CC=2C(CCCC12)=O (1,5,6,7-tetrahydro-1-methyl-4H-indazol-4-one), [H-].[Na+] (sodium hydride), C(=O)OCC (ethyl formate). Reagents/catalysts: C(C)O (ethanol). Solvent: C1(=CC=CC=C1)C (toluene). Yields the product OC=C1C(C=2C=NN(C2CC1)C)=O (1,5,6,7-tetrahydro-5-hydroxymethylene-1-methyl-4H-indazol-4-one). As a reaction SMILES: [CH3:1][N:2]1[C:10]2[CH2:9][CH2:8][CH2:7][C:6](=[O:11])[C:5]=2[CH:4]=[N:3]1.[H-].[Na+].[CH:14](OCC)=[O:15]>C(O)C.C1(C)C=CC=CC=1>[OH:15][CH:14]=[C:7]1[CH2:8][CH2:9][C:10]2[N:2]([CH3:1])[N:3]=[CH:4][C:5]=2[C:6]1=[O:11] |f:1.2|. Reported procedure: A stirred mixture 16.8 grams of 1,5,6,7-tetrahydro-1-methyl-4H-indazol-4-one, 6 grams of 97% sodium hydride, 15 ml of ethyl formate, 3 drops of ethanol and 200 ml of toluene was heated at reflux for 16 hours. The mixture was then cooled and extracted twice with water and the aqueous extracts were combined and washed with ethyl ether. The aqueous solution was acidified with 5 N hydrochloric acid to a pH of approximately 4 and the resultant slurry was extracted several times with dichloromethane. ...